Task: describe an organic reaction: reactants, conditions, products, and yield. Dataset: the Open Reaction Database (ORD), a public repository of structured organic reaction records The reactants are O=C(n1ccnc1)n1ccnc1, CC(C)Oc1ccc(C(=O)O)cc1C#N, NN, C1CCOC1, O. Yields the product CC(C)Oc1ccc(C(=O)NN)cc1C#N. RXN SMILES: [C:16]([n:17]1[cH:18][cH:19][n:20][cH:21]1)([n:22]1[cH:23][cH:24][n:25][cH:26]1)=[O:27].[C:1](#[N:2])[c:3]1[cH:4][c:5]([C:6](=[O:7])[OH:8])[cH:9][cH:10][c:11]1[O:12][CH:13]([CH3:14])[CH3:15].[NH2:29][NH2:30].[O:31]1[CH2:32][CH2:33][CH2:34][CH2:35]1.[OH2:28]>>[C:1](#[N:2])[c:3]1[cH:4][c:5]([C:6](=[O:7])[NH:29][NH2:30])[cH:9][cH:10][c:11]1[O:12][CH:13]([CH3:14])[CH3:15].